Dataset: the Open Reaction Database (ORD), a public repository of structured organic reaction records. Task: describe an organic reaction: reactants, conditions, products, and yield Starting materials: CNC1=NC(=NS1)C(Cl)(Cl)Cl (5-methylamino-3-trichloromethyl-1,2,4-thiadiazole), ClC(C(=O)Cl)(Cl)Cl (trichloroacetyl chloride). Run in C1(=CC=CC=C1)C (toluene). Reaction conditions: temperature -10 celsius. Product: CN(C(C(Cl)(Cl)Cl)=O)C1=NC(=NS1)C(Cl)(Cl)Cl (5-(N-Methyl-Trichloroacetamido)-3-Trichloromethyl-1,2,4-Thiadiazole). Yield: 79.4%. RXN SMILES: [CH3:1][NH:2][C:3]1[S:7][N:6]=[C:5]([C:8]([Cl:11])([Cl:10])[Cl:9])[N:4]=1.[Cl:12][C:13]([Cl:18])([Cl:17])[C:14](Cl)=[O:15]>C1(C)C=CC=CC=1>[CH3:1][N:2]([C:3]1[S:7][N:6]=[C:5]([C:8]([Cl:11])([Cl:9])[Cl:10])[N:4]=1)[C:14](=[O:15])[C:13]([Cl:18])([Cl:17])[Cl:12]. Procedure details: A solution of 5.8 grams (0.02 mole) 5-methylamino-3-trichloromethyl-1,2,4-thiadiazole and 9.0 grams (0.05 mole) trichloroacetyl chloride in 200 milliliters toluene was refluxed at about 110° C. for 20 hours. Upon cooling to -10° C., 2.7 grams pure product precipitated; m.p. 223° C. An additional 6.0 grams product was isolated by removal of the low boiling materials in vacuo. Total yield was 92%.